describe an organic reaction: reactants, conditions, products, and yield From a dataset of the Open Reaction Database (ORD), a public repository of structured organic reaction records. The reactants are COC=1C=C(C=C(C1)OC)CCC=1N=C2C(=NC1)NC(=C2)C2=CC(=NC=C2)C(=O)O (4-{2-[2-(3,5-dimethoxyphenyl)ethyl]-5H-pyrrolo[2,3-b]pyrazin-6-yl}pyridine-2-carboxylic acid), Cl.OC1CNC1 (3-hydroxyazetidine hydrochloride). Product: COC=1C=C(CCC=2N=C3C(=NC2)NC(=C3)C3=CC(=NC=C3)C(=O)N3CC(C3)O)C=C(C1)OC ((4-(2-(3,5-Dimethoxyphenethyl)-5H-pyrrolo[2,3-b]pyrazin-6-yl)pyridin-2-yl)(3-hydroxyazetidin-1-yl)methanone). As a reaction SMILES: [CH3:1][O:2][C:3]1[CH:4]=[C:5]([CH2:11][CH2:12][C:13]2[N:14]=[C:15]3[CH:21]=[C:20]([C:22]4[CH:27]=[CH:26][N:25]=[C:24]([C:28]([OH:30])=O)[CH:23]=4)[NH:19][C:16]3=[N:17][CH:18]=2)[CH:6]=[C:7]([O:9][CH3:10])[CH:8]=1.Cl.[OH:32][CH:33]1[CH2:36][NH:35][CH2:34]1>>[CH3:1][O:2][C:3]1[CH:4]=[C:5]([CH:6]=[C:7]([O:9][CH3:10])[CH:8]=1)[CH2:11][CH2:12][C:13]1[N:14]=[C:15]2[CH:21]=[C:20]([C:22]3[CH:27]=[CH:26][N:25]=[C:24]([C:28]([N:35]4[CH2:36][CH:33]([OH:32])[CH2:34]4)=[O:30])[CH:23]=3)[NH:19][C:16]2=[N:17][CH:18]=1 |f:1.2|. Procedure details: The compound was prepared by using procedure analogous to those described for the synthesis of Example 73, Step 3 starting from 4-{2-[2-(3,5-dimethoxyphenyl)ethyl]-5H-pyrrolo[2,3-b]pyrazin-6-yl}pyridine-2-carboxylic acid and 3-hydroxyazetidine hydrochloride (from Oakwood). LCMS calculated for C25H26N5O4 (M+H)+: m/z=460.2. Found 460.2. As a reaction SMILES: CCCCCC.C([Li])CCC.C([O:19][C:20]1[CH:25]=[CH:24][CH:23]=[CH:22][C:21]=1Br)C1C=CC=CC=1.[CH3:27][O:28][C:29]1[CH:30]=[C:31]([CH:34]=[CH:35][C:36]=1[O:37][CH3:38])[CH:32]=O.[Cl-].[NH4+].Cl>C1COCC1.CO.[OH-].[Pd+2].[OH-]>[CH3:27][O:28][C:29]1[CH:30]=[C:31]([CH:34]=[CH:35][C:36]=1[O:37][CH3:38])[CH2:32][C:21]1[CH:22]=[CH:23][CH:24]=[CH:25][C:20]=1[OH:19] |f:0.1,4.5,9.10.11|. Conditions: time 1 hour. The reagents and catalysts are [OH-].[Pd+2].[OH-] (palladium hydroxide). Product: COC=1C=C(CC2=C(C=CC=C2)O)C=CC1OC (2-(3,4-Dimethoxybenzyl)phenol). Yield: 44.4%. Procedure: In a nitrogen stream, an n-butyllithium hexane solution (1.59 M, 4.4 mL) was added dropwise to a solution of 1-benzyloxy-2-bromobenzene (1.74 g, 6.61 mmol) in THF (30 mL) at −78° C. and the mixture solution was stirred at the same temperature for one hour. To this solution, a solution of 3,4-dimethoxybenzaldehyde (1.00 g, 6.02 mmol) in THF (8 mL) was added dropwise at −78° C. The reaction mixture was stirred at the same temperature for 1.5 hours, and then a saturated ammonium chloride aqueous so... The solvent is C1CCOC1 (THF), CO (methanol), C1CCOC1 (THF). The reactants are COC=1C=C(C=O)C=CC1OC (3,4-dimethoxybenzaldehyde), [Cl-].[NH4+] (ammonium chloride), Cl (HCl), CCCCCC.C(CCC)[Li] (n-butyllithium hexane), C(C1=CC=CC=C1)OC1=C(C=CC=C1)Br (1-benzyloxy-2-bromobenzene). Starting materials: N[C@@H](CC1=CC=CC=C1)C(=O)O (phenylalanine), C(CCC)(=O)OC(CCC)=O (butyric anhydride). Run at temperature 100 celsius. Product: C(CCC)(=O)N.N[C@@H](CC1=CC=CC=C1)C(=O)O (phenylalanine butyramide). RXN SMILES: [NH2:1][C@H:2]([C:10]([OH:12])=[O:11])[CH2:3][C:4]1[CH:9]=[CH:8][CH:7]=[CH:6][CH:5]=1.[C:13]([O:18]C(=O)CCC)(=O)[CH2:14][CH2:15][CH3:16]>>[C:13]([NH2:1])(=[O:18])[CH2:14][CH2:15][CH3:16].[NH2:1][C@H:2]([C:10]([OH:12])=[O:11])[CH2:3][C:4]1[CH:9]=[CH:8][CH:7]=[CH:6][CH:5]=1 |f:2.3|. Procedure details: 5 g of phenylalanine was added to 20 mL of butyric anhydride and the resulting mixture heated to about 100° C. for about 3 h. Excess butyric anhydride was then removed under reduced pressure to provide a solid residue that was recrystallized from ethanol to provide phenylalanine butyramide. Starting materials: [H-].[Na+] (NaH), C=C1N(CCC=2C3=CC(=CC=C3NC12)OC)C(CCC)=O (1-methylene-2-butyryl-6-methoxy-1,2,3,4-tetrahydro-β-carboline), CN(C)C=O (DMF). Run at time 6 hour. The product is C(CCC)(=O)N1C(C=2NC=3C=CC(=CC3C(C2C1)=O)OC)=C (2-butyryl-7-methoxy-3-methylene-9-oxo-1,3,4,9-tetrahydropyrrolo[3,4-b]quinoline). Yield: 40.0%. Reaction SMILES: [H-].[Na+].[CH2:3]=[C:4]1[C:16]2[NH:15][C:14]3[C:9](=[CH:10][C:11]([O:17][CH3:18])=[CH:12][CH:13]=3)[C:8]=2[CH2:7][CH2:6][N:5]1[C:19](=[O:23])[CH2:20][CH2:21][CH3:22].CN(C=[O:28])C>>[C:19]([N:5]1[CH2:6][C:7]2[C:8](=[O:28])[C:9]3[CH:10]=[C:11]([O:17][CH3:18])[CH:12]=[CH:13][C:14]=3[NH:15][C:16]=2[C:4]1=[CH2:3])(=[O:23])[CH2:20][CH2:21][CH3:22] |f:0.1|. Reported procedure: NaH (1.5 eq; 60% suspension in oil) is added to a solution of 1-methylene-2-butyryl-6-methoxy-1,2,3,4-tetrahydro-β-carboline (160 mg; 0.6 mmol) in DMF (3 ml). The mixture is stirred under an oxygen atmosphere for 6 hours. The DMF is then distilled off under reduced pressure. The crude product is washed several times with ethyl acetate. After filtration and drying, 2-butyryl-7-methoxy-3-methylene-9-oxo-1,3,4,9-tetrahydropyrrolo[3,4-b]quinoline is obtained (yield=40%). Starting materials: C(CCC)C1(C(C2=CC=C(C(=C2C1)C)OC)=O)CCC(CC)=O (2-butyl-5-methoxy-4-methyl-2-(3-oxopentyl)-1-indanone). Solvent: C(C)(=O)O (acetic acid), Cl (HCl), CCOC(=O)C (EtOAc). Run at temperature 100 celsius. The product is 9a, C(CCC)C1CC(C(=C2C3=CC=C(C(=C3CC12)C)OC)C)=O (butyl-4,8-dimethyl-7-methoxy-1,2,9,9a-tetrahydro-3H-fluoren-3-one). Reaction SMILES: C([C:5]1([CH2:18][CH2:19][C:20](=[O:23])[CH2:21][CH3:22])[CH2:13][C:12]2[C:7](=[CH:8][CH:9]=[C:10]([O:15][CH3:16])[C:11]=2[CH3:14])[C:6]1=O)CCC>C(O)(=O)C.Cl.CCOC(C)=O>[CH2:13]([CH:18]1[CH:5]2[C:6]([C:7]3[C:12]([CH2:13]2)=[C:11]([CH3:14])[C:10]([O:15][CH3:16])=[CH:9][CH:8]=3)=[C:21]([CH3:22])[C:20](=[O:23])[CH2:19]1)[CH2:5][CH2:6][CH3:7]. Procedure: A solution of the crude diketone from step 1 in acetic acid (1 mL) and 6N HCl (1 mL) was stirred and heated in an oil bath at 100° C. for 5 hours. After cooling, the reaction mixture was diluted with EtOAc (20 mL), washed with water (10 mL) and brine (10 mL), dried over MgSO4, filtered, and the solvent evaporated under vacuum. The residue was purified by preparative layer chromatography on two 0.1×20×20 cm silica gel GF plates, using 5% EtOAc in CH2Cl2 as developing solvent, to afford 9a butyl-4... Reactants: COc1nc2cc(Cl)c(Cl)c(CBr)c2nc1OC, CC(C)(C)[O-], CCCCCC, O=[N+]([O-])c1cc(Cl)c(Cl)cc1Cl, CC(C)(C)OC(=O)CCl, Cl, [K+], C1CCOC1. Yields the product CC(C)(C)OC(=O)Cc1c(Cl)c(Cl)cc(Cl)c1[N+](=O)[O-]. As a reaction SMILES: [Br:1][CH2:2][c:3]1[c:4]([Cl:5])[c:6]([Cl:7])[cH:8][c:9]2[c:10]1[n:11][c:12]([O:13][CH3:14])[c:15]([O:16][CH3:17])[n:18]2.[CH3:40][C:41]([CH3:42])([O-:43])[CH3:44].[CH3:52][CH2:53][CH2:54][CH2:55][CH2:56][CH3:57].[Cl:19][c:20]1[c:21]([N+:28](=[O:29])[O-:30])[cH:22][c:23]([Cl:27])[c:24]([Cl:26])[cH:25]1.[Cl:31][CH2:32][C:33](=[O:34])[O:35][C:36]([CH3:37])([CH3:38])[CH3:39].[ClH:46].[K+:45].[O:47]1[CH2:48][CH2:49][CH2:50][CH2:51]1>>[Cl:19][c:20]1[c:21]([N+:28](=[O:29])[O-:30])[c:22]([CH2:32][C:33](=[O:34])[O:35][C:36]([CH3:37])([CH3:38])[CH3:39])[c:23]([Cl:27])[c:24]([Cl:26])[cH:25]1.